From a dataset of the Open Reaction Database (ORD), a public repository of structured organic reaction records. describe an organic reaction: reactants, conditions, products, and yield The reactants are C(C)(=O)SCC=1CS[C@H]2N(C1C(=O)O)C(C2NC(C(=NOC)C=2N=C(SC2)NC(C2=CC=CC=C2)(C2=CC=CC=C2)C2=CC=CC=C2)=O)=O (3-acetylthiomethyl-7-[{2 -(2-tritylamino-4-thiazolyl)-2-methoxyiminoacetyl}amino]-ceph-3-eme-4-carboxylic acid), C(=O)O (formic acid). Reaction conditions: temperature 55 celsius. Yields the product C1(=CC=CC=C1)C(O)(C1=CC=CC=C1)C1=CC=CC=C1 (triphenyl carbinol). As a reaction SMILES: C(SCC1CS[C@@H]2C(NC(=O)C(C3N=C(N[C:29]([C:42]4[CH:47]=[CH:46][CH:45]=[CH:44][CH:43]=4)([C:36]4[CH:41]=[CH:40][CH:39]=[CH:38][CH:37]=4)[C:30]4[CH:35]=[CH:34][CH:33]=[CH:32][CH:31]=4)SC=3)=NOC)C(=O)N2C=1C(O)=O)(=O)C.C(O)=[O:51]>>[C:30]1([C:29]([C:42]2[CH:47]=[CH:46][CH:45]=[CH:44][CH:43]=2)([C:36]2[CH:41]=[CH:40][CH:39]=[CH:38][CH:37]=2)[OH:51])[CH:35]=[CH:34][CH:33]=[CH:32][CH:31]=1. Reported procedure: A mixture of 4.58 g of the product of Example 16 and 30 ml of 50% aqueous formic acid was heated at 55° C. for 20 minutes and crystallization occured. The mixture was cooled and was diluted and stirred. The mixture was vacuum filtered and the product was rinsed and dried to obtain 1.257 g of triphenyl carbinol. The filtrate was evaporated to dryness under reduced pressure and the residue was taken up in water. Crystallization occured and the mixture was stirred for 30 minutes and was vacuum filt...